From a dataset of the Open Reaction Database (ORD), a public repository of structured organic reaction records. describe an organic reaction: reactants, conditions, products, and yield The reactants are Cl, O=N[O-], Nc1c(F)cc(Cl)c2nc(Cl)sc12, [Na+], O, Cl[Sn]Cl. The product is NNc1c(F)cc(Cl)c2nc(Cl)sc12. As a reaction SMILES: [ClH:21].[N:14]([O-:15])=[O:16].[NH2:1][c:2]1[c:3]([F:13])[cH:4][c:5]([Cl:12])[c:6]2[n:7][c:8]([Cl:11])[s:9][c:10]12.[Na+:17].[OH2:22].[Sn:18]([Cl:19])[Cl:20]>>[NH:1]([c:2]1[c:3]([F:13])[cH:4][c:5]([Cl:12])[c:6]2[n:7][c:8]([Cl:11])[s:9][c:10]12)[NH2:14]. Starting materials: Cc1ccccc1, ClCCl, CC(C)(C)OC(=O)c1ccc(-c2ccccc2F)nc1, O=C(O)C(F)(F)F. Product: O=C(O)c1ccc(-c2ccccc2F)nc1. RXN SMILES: [CH3:28][c:29]1[cH:30][cH:31][cH:32][cH:33][cH:34]1.[Cl:35][CH2:36][Cl:37].[F:1][c:2]1[c:3](-[c:8]2[n:9][cH:10][c:11]([C:12](=[O:13])[O:14][C:15]([CH3:16])([CH3:17])[CH3:18])[cH:19][cH:20]2)[cH:4][cH:5][cH:6][cH:7]1.[F:21][C:22]([F:23])([F:24])[C:25]([OH:26])=[O:27]>>[F:1][c:2]1[c:3](-[c:8]2[n:9][cH:10][c:11]([C:12](=[O:13])[OH:14])[cH:19][cH:20]2)[cH:4][cH:5][cH:6][cH:7]1.